This data is from the Open Reaction Database (ORD), a public repository of structured organic reaction records. The task is: describe an organic reaction: reactants, conditions, products, and yield Yields the product C(CCCCCC)OC=1C=C(C(=O)NC2=C(C=CC=C2)S(=O)(=O)NC(CCCCC)=O)C=CC1 (N-[2-(3-Heptyloxybenzamido)benzenesulfonyl]hexanamide). Reaction conditions: time 1 hour. As a reaction SMILES: [C:1](Cl)(=[O:7])[CH2:2][CH2:3][CH2:4][CH2:5][CH3:6].[CH2:9]([O:16][C:17]1[CH:18]=[C:19]([CH:33]=[CH:34][CH:35]=1)[C:20]([NH:22][C:23]1[CH:28]=[CH:27][CH:26]=[CH:25][C:24]=1[S:29](=[O:32])(=[O:31])[NH2:30])=[O:21])[CH2:10][CH2:11][CH2:12][CH2:13][CH2:14][CH3:15]>CN(C)C1C=CN=CC=1.O1CCCC1>[CH2:9]([O:16][C:17]1[CH:18]=[C:19]([CH:33]=[CH:34][CH:35]=1)[C:20]([NH:22][C:23]1[CH:28]=[CH:27][CH:26]=[CH:25][C:24]=1[S:29]([NH:30][C:1](=[O:7])[CH2:2][CH2:3][CH2:4][CH2:5][CH3:6])(=[O:32])=[O:31])=[O:21])[CH2:10][CH2:11][CH2:12][CH2:13][CH2:14][CH3:15]. The yield is 84.3%. Procedure details: In a stream of nitrogen and at 0° C., 0.16 ml (1.10 mmol) of hexanoyl chloride was added to an anhydrous tetrahydrofuran (10 ml) solution containing 390 mg (1.00 mmol) of 3-heptyloxy-N-(2-sulfamoylphenyl)benzamide produced in Reference Example 9 and 249 mg (2.00 mmol) of 4-dimethylaminopyridine, the mixture was stirred at room temperature for 1 hour and then the solvent was evaporated under a reduced pressure. The resulting residue was dissolved in ethyl acetate, washed with water, a potassium h... Run in O1CCCC1 (tetrahydrofuran). Reagents/catalysts: CN(C1=CC=NC=C1)C (4-dimethylaminopyridine). Starting materials: C(CCCCCC)OC=1C=C(C(=O)NC2=C(C=CC=C2)S(N)(=O)=O)C=CC1 (3-heptyloxy-N-(2-sulfamoylphenyl)benzamide), C(CCCCC)(=O)Cl (hexanoyl chloride).